From a dataset of the Open Reaction Database (ORD), a public repository of structured organic reaction records. describe an organic reaction: reactants, conditions, products, and yield Starting materials: CCOC(=O)/N=N/C(=O)OCC (diethylazodicarboxylate), O=CC1=CC(O)=C(OC)C=C1 (isovanillin), C1CC2CC1C[C@@H]2O (endo-norborneol), C1(=CC=CC=C1)P(C1=CC=CC=C1)C1=CC=CC=C1 (triphenylphosphine). Run in O1CCCC1 (tetrahydrofuran), O1CCCC1 (tetrahydrofuran). Product: C12C(CC(CC1)C2)OC=2C=C(C=O)C=CC2OC (3-(Bicyclo[2.2.1]hept-2-yloxy)-4-methoxybenzaldehyde). Yield: 40.7%. RXN SMILES: [O:1]=[CH:2][C:3]1[CH:11]=[CH:10][C:7]([O:8][CH3:9])=[C:5]([OH:6])[CH:4]=1.[CH2:12]1[CH:16]2[CH2:17][C@H:18](O)[CH:14]([CH2:15]2)[CH2:13]1.C1(P(C2C=CC=CC=2)C2C=CC=CC=2)C=CC=CC=1.CCOC(/N=N/C(OCC)=O)=O>O1CCCC1>[CH:14]12[CH2:15][CH:16]([CH2:17][CH2:18]1)[CH2:12][CH:13]2[O:6][C:5]1[CH:4]=[C:3]([CH:11]=[CH:10][C:7]=1[O:8][CH3:9])[CH:2]=[O:1]. Procedure: To a magnetically-stirred solution of isovanillin (10 mmol, 1.52 g) in dry tetrahydrofuran (15 mL) at -10° C. is added endo-norborneol (10 mmol, 1.12 g) followed by triphenylphosphine (14 mmol, 3.67 g). After a few minutes, a solution of diethylazodicarboxylate (14 mmol, 2.44 g; 2.22 mL) in dry tetrahydrofuran (5 mL) is added dropwise at -10° C. and the resulting solution is allowed to warm to room temperature over 20 hours. The solvent is removed in vacuo and the residue partitioned between eth... Starting materials: FC=1C=C2C(C=COC2=CC1)=O (6-fluorochromen-4-one), Cl.NO (hydroxylamine hydrochloride). The solvent is C(C)O (ethanol). Run at time 18 hour. Yields the product FC1=CC(=C(C=C1)O)C1=CC=NO1 (4-fluoro-2-isoxazol-5-yl-phenol). The yield is 12.0%. RXN SMILES: [F:1][C:2]1[CH:3]=[C:4]2[C:9](=[CH:10][CH:11]=1)[O:8][CH:7]=[CH:6][C:5]2=[O:12].Cl.[NH2:14]O>C(O)C>[F:1][C:2]1[CH:11]=[CH:10][C:9]([OH:8])=[C:4]([C:5]2[O:12][N:14]=[CH:7][CH:6]=2)[CH:3]=1 |f:1.2|. Reported procedure: The product from above (6-fluorochromen-4-one (5.25 g, 32.0 mmol) and hydroxylamine hydrochloride (4.65 g, 67.2 mmol) are dissolved in ethanol (180 ml) and the resulting mixture is heated to reflux. The reaction is allowed to stir for 18 hours before cooling and concentrating. The residue is taken up in toluene and filtered to give 690 mg of 4-fluoro-2-isoxazol-5-yl-phenol and from the filtrate 594 mg of 4-fluoro-2-isoxazol-3-yl-phenol.